Dataset: the Open Reaction Database (ORD), a public repository of structured organic reaction records. Task: describe an organic reaction: reactants, conditions, products, and yield Starting materials: ice, CS(=O)(=O)Cl (methanesulfonyl chloride), N1=CC=CC=C1 (pyridine), Cl (hydrochloric acid), S1C2=C(C=C1)C=C(C=C2)CCOCCO (2-(2-benzo[b]thiophen-5-ylethoxy)-1-ethanol). The solvent is C(Cl)Cl (methylene chloride), O (water), C(Cl)Cl (methylene chloride). Conditions: time 30 minute. Product: CS(=O)(=O)OCCOCCC1=CC2=C(SC=C2)C=C1 (2-(2-benzo[b]thiophen-5-ylethoxy)-ethyl methanesulfonate). Isolated yield 88.1%. As a reaction SMILES: [S:1]1[CH:5]=[CH:4][C:3]2[CH:6]=[C:7]([CH2:10][CH2:11][O:12][CH2:13][CH2:14][OH:15])[CH:8]=[CH:9][C:2]1=2.[CH3:16][S:17](Cl)(=[O:19])=[O:18].N1C=CC=CC=1.Cl>C(Cl)Cl.O>[CH3:16][S:17]([O:15][CH2:14][CH2:13][O:12][CH2:11][CH2:10][C:7]1[CH:8]=[CH:9][C:2]2[S:1][CH:5]=[CH:4][C:3]=2[CH:6]=1)(=[O:19])=[O:18]. Reported procedure: In 20 mL of methylene chloride is dissolved 2.10 g of 2-(2-benzo[b]thiophen-5-ylethoxy)-1-ethanol. At an ice-cooled temperature, 1.63 g of methanesulfonyl chloride and 1.47 g of pyridine are added to the solution obtained above, and the mixture thus formed is stirred at the same temperature as above for 30 minutes and then at ambient temperature for 12 hours. Then, methylene chloride and water are added to the reaction mixture, pH is adjusted to 2.0 with 2 mol/L hydrochloric acid, and the organi... Starting materials: C(C)(=O)OC=1C(=CC(=C(C1)C(=O)C)O)NS(=O)(=O)C (methyl 5-acetoxy-2-hydroxy-4-methylsulfonylaminophenyl ketone), Cl(=O)(=O)(=O)O (perchloric acid), C(C)(C)OC(C)C (diisopropyl ether). The solvent is C(OCC)([O-])[O-] (ethyl orthoformate). Run at time 1.5 hour. The product is OC=1C(=CC2=C(C(C=CO2)=O)C1)NS(=O)(=O)C (6-hydroxy-7-methylsulfonylamino-4H-1-benzopyran-4-one). Yield: 59.0%. RXN SMILES: C([O:4][C:5]1[C:6]([NH:15][S:16]([CH3:19])(=[O:18])=[O:17])=[CH:7][C:8]([OH:14])=[C:9]([C:11]([CH3:13])=[O:12])[CH:10]=1)(=O)C.Cl(O)(=O)(=O)=O.[CH:25](OC(C)C)(C)C>C([O-])([O-])OCC>[OH:4][C:5]1[C:6]([NH:15][S:16]([CH3:19])(=[O:17])=[O:18])=[CH:7][C:8]2[O:14][CH:25]=[CH:13][C:11](=[O:12])[C:9]=2[CH:10]=1. Procedure details: 2.0 g of methyl 5-acetoxy-2-hydroxy-4-methylsulfonylaminophenyl ketone was suspended in 14 ml of ethyl orthoformate. Thereto was dropwise added 2.0 g of 70% (w/w) perchloric acid in 10 minutes with ice-cooling. The mixture was stirred for 1.5 hours at 20°-25° C. The reaction mixture was mixed with 20 ml of diisopropyl ether. The resulting crystal was collected by filtration and mixed with 20 ml of water. The mixture was refluxed for 5 minutes and then cooled. 50 ml of ethyl acetate was added the... Starting materials: BrCCOC=1C(=C(C(=O)OCC)C=CC1)C (ethyl 3-(2-bromoethoxy)-2-methylbenzoate), CS(=O)(=S)[O-].[K+] (potassium thiomethanesulfonate). The solvent is C(C)O (ethanol). Yields the product CS(=O)(=O)SCCOC=1C(=C(C(=O)OCC)C=CC1)C (Ethyl 3-(2-methylsulfonylthioethoxy)-2-methylbenzoate). Reaction SMILES: Br[CH2:2][CH2:3][O:4][C:5]1[C:6]([CH3:16])=[C:7]([CH:13]=[CH:14][CH:15]=1)[C:8]([O:10][CH2:11][CH3:12])=[O:9].[CH3:17][S:18]([O-:21])(=[S:20])=[O:19].[K+]>C(O)C>[CH3:17][S:18]([S:20][CH2:2][CH2:3][O:4][C:5]1[C:6]([CH3:16])=[C:7]([CH:13]=[CH:14][CH:15]=1)[C:8]([O:10][CH2:11][CH3:12])=[O:9])(=[O:21])=[O:19] |f:1.2|. Procedure: 2 g (7 mmol) of ethyl 3-(2-bromoethoxy)-2-methylbenzoate and 1.1 g (7.3 mmol) of potassium thiomethanesulfonate are dissolved in 10 ml absolute ethanol. The reaction mixture is refluxed for 20 hours. The solvent is then distilled off and the residue taken up in methylene chloride and washed with water. The organic phase is dried over sodium sulfate and the solvent is removed. The product of value is purified by column chromatography. Starting materials: CC(=C)C1=CC=CC=C1 (α-methylstyrene), C(C=C)#N (acrylonitrile), CC(C#N)=CC=CC1=CC=CC=C1 (α-methylstyrene-acrylonitrile), CC(=C)C1=CC=CC=C1 (α-methylstyrene). The product is polybutadiene, C=CC1=CC=CC=C1 (styrene), C(C=C)#N (acrylonitrile). RXN SMILES: [CH3:1][C:2](=C[CH:6]=[CH:7][C:8]1[CH:13]=[CH:12][CH:11]=[CH:10][CH:9]=1)[C:3]#[N:4].CC(C1C=CC=CC=1)=C.C(#N)C=C>>[CH2:6]=[CH:7][C:8]1[CH:13]=[CH:12][CH:11]=[CH:10][CH:9]=1.[C:3](#[N:4])[CH:2]=[CH2:1]. Procedure: Molding was carried out using a resin composition composed of 80% by weight of α-methylstyrene-acrylonitrile copolymer having a composition consisting of 78% by weight of α-methylstyrene and 22% by weight of acrylonitrile, which contained 42% by weight of a copolymer component having a composition containing 82% by weight of α-methylstyrene, and 20% by weight of a graft copolymer obtained by graft polymerization of 60% by weight of polybutadiene rubber with 28% by weight of styrene and 12% by we... Reactants: C([O-])([O-])=O (carbonate), CO[C@@H]1[C@@H]2[C@H]([C@@H](OC1(C)C)OC1=C(C=C3C=C(C(OC3=C1C)=O)NC(OCC1=CC=CC=C1)=O)OCCC)OC(O2)=O (Benzyl 7-((3aR,4S,7R,7aR)-7-methoxy-6,6-dimethyl-2-oxotetrahydro-3aH-[1,3]dioxolo[4,5-c]pyran-4-yloxy)-8-methyl-2-oxo-6-propoxy-2H-chromen-3-ylcarbamate), CCN=C=NCCCN(C)C (EDCI), N1C(=CC2=CC=CC=C12)C(=O)O (1H-indole-2-carboxylic acid), amine. The reagents and catalysts are [Pd] (Palladium on carbon). The solvent is CO (MeOH), C(Cl)Cl (CH2Cl2), C(C)N(CC)CC (Triethylamine), C1CCOC1 (THF), N1=CC=CC=C1.C(Cl)Cl (pyridine CH2Cl2). Reaction conditions: time 12 hour. Yields the product O[C@H]1[C@@H](OC([C@@H]([C@H]1O)OC)(C)C)OC1=C(C=C2C=C(C(OC2=C1C)=O)NC(=O)C=1NC2=CC=CC=C2C1)OCCC (N-(7-((2S,3R,4S,5R)-3,4-dihydroxy-5-methoxy-6,6-dimethyltetrahydro-2H-pyran-2-yloxy)-8-methyl-2-oxo-6-propoxy-2H-chromen-3-yl)-1H-indole-2-carboxamide). Isolated yield 6.4%. Reaction SMILES: [CH3:1][O:2][C@H:3]1[C:8]([CH3:10])([CH3:9])[O:7][C@@H:6]([O:11][C:12]2[C:21]([CH3:22])=[C:20]3[C:15]([CH:16]=[C:17]([NH:24]C(=O)OCC4C=CC=CC=4)[C:18](=[O:23])[O:19]3)=[CH:14][C:13]=2[O:35][CH2:36][CH2:37][CH3:38])[C@@H:5]2[O:39]C(=O)[O:41][C@H:4]12.CCN=C=NCCCN(C)C.[NH:54]1[C:62]2[C:57](=[CH:58][CH:59]=[CH:60][CH:61]=2)[CH:56]=[C:55]1[C:63]([OH:65])=O.C(=O)([O-])[O-]>[Pd].C1COCC1.N1C=CC=CC=1.C(Cl)Cl.CO.C(Cl)Cl.C(N(CC)CC)C>[OH:39][C@@H:5]1[C@H:4]([OH:41])[C@@H:3]([O:2][CH3:1])[C:8]([CH3:9])([CH3:10])[O:7][C@H:6]1[O:11][C:12]1[C:21]([CH3:22])=[C:20]2[C:15]([CH:16]=[C:17]([NH:24][C:63]([C:55]3[NH:54][C:62]4[C:57]([CH:56]=3)=[CH:58][CH:59]=[CH:60][CH:61]=4)=[O:65])[C:18](=[O:23])[O:19]2)=[CH:14][C:13]=1[O:35][CH2:36][CH2:37][CH3:38] |f:6.7|. Reported procedure: Palladium on carbon (10%, 85 mg) was added to 25b (425 mg, 0.729 mmol) in anhydrous THF (4.90 mL) and the solution was placed under an atmosphere of H2. After 12 hours, the solution was filtered through SiO2 (1:1 CH2Cl2:Acetone) and the eluent was concentrated to afford a yellow solid, which was used without further purification (325 mg, 99%). EDCI (116 mg, 0.6026 mmol) and 1H-indole-2-carboxylic acid (77.7 mg, 0.4821 mmol) were added to the amine (108 mg, 0.2410 mmol) in 30% pyridine/CH2Cl2 (6....